This data is from the Open Reaction Database (ORD), a public repository of structured organic reaction records. The task is: describe an organic reaction: reactants, conditions, products, and yield The reactants are CCN=C=NCCCN(C)C, CCN(C(C)C)C(C)C, Cl, Fc1ccc(OC2CCNCC2)cc1C(F)(F)F, CN(C)C=O, O, On1nnc2ccccc21, O=C(O)CNC(=O)c1cn(-c2ccccc2)cn1. Yields the product O=C(NCC(=O)N1CCC(Oc2ccc(F)c(C(F)(F)F)c2)CC1)c1cn(-c2ccccc2)cn1. RXN SMILES: [CH3:38][CH2:39][N:40]=[C:41]=[N:42][CH2:43][CH2:44][CH2:45][N:46]([CH3:47])[CH3:48].[CH:1]([N:2]([CH2:3][CH3:4])[CH:5]([CH3:6])[CH3:7])([CH3:8])[CH3:9].[ClH:49].[F:50][c:51]1[c:52]([C:64]([F:65])([F:66])[F:67])[cH:53][c:54]([O:55][CH:56]2[CH2:57][CH2:58][NH:59][CH2:60][CH2:61]2)[cH:62][cH:63]1.[O:68]=[CH:69][N:70]([CH3:71])[CH3:72].[OH2:73].[OH:28][n:29]1[c:30]2[c:31]([cH:32][cH:33][cH:34][cH:35]2)[n:36][n:37]1.[c:10]1(-[n:16]2[cH:17][n:18][c:19]([C:21](=[O:22])[NH:23][CH2:24][C:25](=[O:26])[OH:27])[cH:20]2)[cH:11][cH:12][cH:13][cH:14][cH:15]1>>[c:10]1(-[n:16]2[cH:17][n:18][c:19]([C:21](=[O:22])[NH:23][CH2:24][C:25](=[O:27])[N:59]3[CH2:58][CH2:57][CH:56]([O:55][c:54]4[cH:53][c:52]([C:64]([F:65])([F:66])[F:67])[c:51]([F:50])[cH:63][cH:62]4)[CH2:61][CH2:60]3)[cH:20]2)[cH:11][cH:12][cH:13][cH:14][cH:15]1. Starting materials: CC(=O)O, CC(=O)O, CC(C)Cc1ccc(-c2ccc(C=O)o2)cc1, NCCN, CCO, CCOC(C)=O, O=C(O)C1CCCC(N2C(=O)CSC2=S)C1. Yields the product CC(C)Cc1ccc(-c2ccc(C=C3SC(=S)N(C4CCCC(C(=O)O)C4)C3=O)o2)cc1. RXN SMILES: [C:34]([OH:35])(=[O:36])[CH3:37].[C:38]([OH:39])(=[O:40])[CH3:41].[CH2:17]([CH:18]([CH3:19])[CH3:20])[c:21]1[cH:22][cH:23][c:24](-[c:27]2[cH:28][cH:29][c:30]([CH:32]=[O:33])[o:31]2)[cH:25][cH:26]1.[CH2:42]([NH2:43])[CH2:44][NH2:45].[CH3:46][CH2:47][OH:48].[CH3:49][CH2:50][O:51][C:52](=[O:53])[CH3:54].[O:1]=[C:2]1[N:3]([CH:8]2[CH2:9][CH:10]([C:14](=[O:15])[OH:16])[CH2:11][CH2:12][CH2:13]2)[C:4](=[S:7])[S:5][CH2:6]1>>[O:1]=[C:2]1[N:3]([CH:8]2[CH2:9][CH:10]([C:14](=[O:15])[OH:16])[CH2:11][CH2:12][CH2:13]2)[C:4](=[S:7])[S:5][C:6]1=[CH:32][c:30]1[cH:29][cH:28][c:27](-[c:24]2[cH:23][cH:22][c:21]([CH2:17][CH:18]([CH3:19])[CH3:20])[cH:26][cH:25]2)[o:31]1. Yields the product ClC1=NC2=CC(=C(C=C2C=C1C#N)OC)OC (2-chloro-6,7-dimethoxy-3-quinolinecarbonitrile). Procedure: To 112 g of 2-chloro-6,7-dimethoxy-3-quinolinecarboxaldehyde oxime was added 1000 ml of acetic anhydride. The mixture was stirred at reflux for 3 hours and then cooled to room temperature. The precipitate which formed was separated by filtration, washed with hot ethanol, and then dried to give 2-chloro-6,7-dimethoxy-3-quinolinecarbonitrile melting at about 223.5°-224.5° C. The solvent is C(C)(=O)OC(C)=O (acetic anhydride). Reactants: ClC1=NC2=CC(=C(C=C2C=C1C=NO)OC)OC (2-chloro-6,7-dimethoxy-3-quinolinecarboxaldehyde oxime). As a reaction SMILES: [Cl:1][C:2]1[C:11]([CH:12]=[N:13]O)=[CH:10][C:9]2[C:4](=[CH:5][C:6]([O:17][CH3:18])=[C:7]([O:15][CH3:16])[CH:8]=2)[N:3]=1>C(OC(=O)C)(=O)C>[Cl:1][C:2]1[C:11]([C:12]#[N:13])=[CH:10][C:9]2[C:4](=[CH:5][C:6]([O:17][CH3:18])=[C:7]([O:15][CH3:16])[CH:8]=2)[N:3]=1.